This data is from the Open Reaction Database (ORD), a public repository of structured organic reaction records. The task is: describe an organic reaction: reactants, conditions, products, and yield Starting materials: [Br-], C1CCOC1, C[Mg+], O=Cc1cc(F)c(F)c(F)c1. Yields the product CC(O)c1cc(F)c(F)c(F)c1. As a reaction SMILES: [Br-:1].[CH2:15]1[O:16][CH2:17][CH2:18][CH2:19]1.[CH3:2][Mg+:3].[F:4][c:5]1[cH:6][c:7]([CH:8]=[O:9])[cH:10][c:11]([F:14])[c:12]1[F:13]>>[CH3:2][CH:8]([c:7]1[cH:6][c:5]([F:4])[c:12]([F:13])[c:11]([F:14])[cH:10]1)[OH:9]. Reactants: C(C1=CC=CC=C1)N1CC(CC1)N1C(C=2C(C1=O)=CC=CC2)=O (N-(1-benzylpyrrolidin-3-yl)phthalimide), Cl (hydrochloric acid). The reagents and catalysts are [C].[Pd] (palladium-carbon). Solvent: C(C)O (ethanol). Conditions: time 12 hour. Yields the product Cl.N1CC(CC1)N1C(C=2C(C1=O)=CC=CC2)=O (N-(3-pyrrolidyl)phthalimide hydrochloride). As a reaction SMILES: C([N:8]1[CH2:12][CH2:11][CH:10]([N:13]2[C:17](=[O:18])[C:16]3=[CH:19][CH:20]=[CH:21][CH:22]=[C:15]3[C:14]2=[O:23])[CH2:9]1)C1C=CC=CC=1.[ClH:24]>C(O)C.[C].[Pd]>[ClH:24].[NH:8]1[CH2:12][CH2:11][CH:10]([N:13]2[C:17](=[O:18])[C:16]3=[CH:19][CH:20]=[CH:21][CH:22]=[C:15]3[C:14]2=[O:23])[CH2:9]1 |f:3.4,5.6|. Procedure: 12.70 g of N-(1-benzylpyrrolidin-3-yl)phthalimide was dissolved in 100 ml of ethanol and then subjected to hydrogenating decomposition with addition of 1.0 g of 10% palladium-carbon and 5.2 ml of concentrated hydrochloric acid at 60° C. under 1 atm. After 12 hours, the catalyst was filtered out and the solvent was distilled off to obtain 11.03 g of N-(3-pyrrolidyl)phthalimide hydrochloride. The reactants are [BH4-], O=C(O)c1ccccc1Br, CCCCCC, [Na+], C1CCOC1. RXN SMILES: [BH4-:1].[Br:3][c:4]1[c:5]([C:6](=[O:7])[OH:8])[cH:9][cH:10][cH:11][cH:12]1.[CH3:13][CH2:14][CH2:15][CH2:16][CH2:17][CH3:18].[Na+:2].[O:19]1[CH2:20][CH2:21][CH2:22][CH2:23]1>>[Br:3][c:4]1[c:5]([CH2:6][OH:7])[cH:9][cH:10][cH:11][cH:12]1. Yields the product OCc1ccccc1Br. The reactants are CI, CO, NC(=S)NCc1ccc(-c2csc(N=C(N)N)n2)o1. The product is I, CSC(N)=NCc1ccc(-c2csc(N=C(N)N)n2)o1. Reaction SMILES: [CH3:20][I:21].[CH3:22][OH:23].[NH2:1][C:2]([NH2:3])=[N:4][c:5]1[s:6][cH:7][c:8](-[c:10]2[o:11][c:12]([CH2:15][NH:16][C:17](=[S:18])[NH2:19])[cH:13][cH:14]2)[n:9]1>>[IH:21].[NH2:1][C:2]([NH2:3])=[N:4][c:5]1[s:6][cH:7][c:8](-[c:10]2[o:11][c:12]([CH2:15][N:16]=[C:17]([S:18][CH3:20])[NH2:19])[cH:13][cH:14]2)[n:9]1. The reagents and catalysts are [O-]S(=O)(=O)C(F)(F)F.[Zn+2].[O-]S(=O)(=O)C(F)(F)F (zinc triflate). Yields the product C1(CCCCC1)[C@H](C#CC(C)(OC1OCCCC1)C)O ((R)-1-cyclohexyl-4-methyl-4-tetrahydropyranyloxy-2-pentyn-1-ol). Reaction SMILES: [CH3:1][C@@H:2](N(C)C)[C@@H:3]([OH:10])[C:4]1[CH:9]=[CH:8][CH:7]=[CH:6][CH:5]=1.[CH3:14][C:15](C)([O:18][CH:19]1[CH2:24][CH2:23][CH2:22][CH2:21][O:20]1)[C:16]#C.C1(C=O)CCCCC1>[O-]S(C(F)(F)F)(=O)=O.[Zn+2].[O-]S(C(F)(F)F)(=O)=O.C(N(CC)CC)C>[CH:4]1([C@@H:3]([OH:10])[C:2]#[C:1][C:15]([CH3:16])([O:18][CH:19]2[CH2:24][CH2:23][CH2:22][CH2:21][O:20]2)[CH3:14])[CH2:9][CH2:8][CH2:7][CH2:6][CH2:5]1 |f:3.4.5|. The reactants are C1(CCCCC1)C=O (cyclohexanecarboxaldehyde), aldehyde, aldehyde, CC(C#C)(OC1OCCCC1)C (2-(1,1-dimethyl-prop-2-ynyloxy)-tetrahydropyran), aldehyde, aldehyde, C[C@H]([C@H](C1=CC=CC=C1)O)N(C)C ((+)-N-methylephedrine), aldehyde, alkyne. Run in C(C)N(CC)CC (triethylamine). The yield is 82.0%. Run at temperature 125 celsius, time 0.5 hour. Procedure: A flask is charged with zinc triflate (545 mg, 3 mol % based on the aldehyde compound mentioned blow). Vacuum (0.5 hPa or lower) is applied and the flask is heated to 125° C. for 2 hours. The flask is cooled to 23° C., the vacuum released and (+)-N-methylephedrine (296 mg, 3.3 mol % based on the aldehyde compound mentioned below) is added. Vacuum (0.5 hpa or lower) is applied for 0.5 hour and then released. To the flask, triethylamine (607 mg, 12 mol % based on the aldehyde compound mentioned be... Reactants: C1(=CC=CC=C1)CCC=CCCCCCCCOC1OCCCC1 (2-(11-Phenyl-8-undecenyloxy)-tetrahydropyran), C([O-])(O)=O.[Na+] (sodium bicarbonate). Solvent: O1CCCC1 (tetrahydrofuran), Cl (hydrochloric acid). The product is C1(=CC=CC=C1)CCC=CCCCCCCCO (11-Phenyl-8-undecenol). RXN SMILES: [C:1]1([CH2:7][CH2:8][CH:9]=[CH:10][CH2:11][CH2:12][CH2:13][CH2:14][CH2:15][CH2:16][CH2:17][O:18]C2CCCCO2)[CH:6]=[CH:5][CH:4]=[CH:3][CH:2]=1.C(=O)(O)[O-].[Na+]>O1CCCC1.Cl>[C:1]1([CH2:7][CH2:8][CH:9]=[CH:10][CH2:11][CH2:12][CH2:13][CH2:14][CH2:15][CH2:16][CH2:17][OH:18])[CH:6]=[CH:5][CH:4]=[CH:3][CH:2]=1 |f:1.2|. Reported procedure: A solution of the product of step (b) (8.7 g) in tetrahydrofuran (150 ml) and 2M hydrochloric acid was stirred at room temperature for 4 hours. The mixture was neutralised with sodium bicarbonate solution and extracted with dichloromethane. Evaporation of the extract and chromatography of the residue on silica gel eluting with 1:1 ether:hexane to remove starting material, then with ether, gave the title product as a pale oil. Starting materials: CI, CCO, CCOC(C)=O, CCOCC, Cl, NC1CCCCC1NC(=S)Nc1ccccc1Oc1ccccc1. Reaction SMILES: [CH3:1][I:2].[CH3:28][CH2:29][OH:30].[CH3:31][CH2:32][O:33][C:34](=[O:35])[CH3:36].[CH3:37][CH2:38][O:39][CH2:40][CH3:41].[ClH:27].[NH2:3][CH:4]1[CH:5]([NH:10][C:11](=[S:12])[NH:13][c:14]2[c:15]([O:20][c:21]3[cH:22][cH:23][cH:24][cH:25][cH:26]3)[cH:16][cH:17][cH:18][cH:19]2)[CH2:6][CH2:7][CH2:8][CH2:9]1>>[ClH:27].[NH:3]1[CH:4]2[CH:5]([CH2:6][CH2:7][CH2:8][CH2:9]2)[NH:10][C:11]1=[N:13][c:14]1[c:15]([O:20][c:21]2[cH:22][cH:23][cH:24][cH:25][cH:26]2)[cH:16][cH:17][cH:18][cH:19]1. Yields the product Cl, c1ccc(Oc2ccccc2N=C2NC3CCCCC3N2)cc1. The reactants are ClC1=C(C=CC=C1Cl)C=1OC2=C(C(=CC(=C2C(C1)=O)O)O)[C@H]1[C@@H](N(CC1)C)CO ((+)-trans-2-(2,3-Dichloro-phenyl)-5,7-dihydroxy-8-(2-hydroxymethyl-1-methyl-pyrrolidin-3-yl)-chromen-4-one), Cl (HCl). Run in CO (methanol). The product is Cl.ClC1=C(C=CC=C1Cl)C=1OC2=C(C(=CC(=C2C(C1)=O)O)O)[C@H]1[C@@H](N(CC1)C)CO ((+)-trans-2-(2,3-Dichloro-phenyl)-5,7-dihydroxy-8-(2-hydroxymethyl-1-methyl-pyrrolidin-3-yl)-chromen-4-one hydrochloride). Reaction SMILES: [Cl:1][C:2]1[C:7]([Cl:8])=[CH:6][CH:5]=[CH:4][C:3]=1[C:9]1[O:10][C:11]2[C:16]([C:17](=[O:19])[CH:18]=1)=[C:15]([OH:20])[CH:14]=[C:13]([OH:21])[C:12]=2[C@@H:22]1[CH2:26][CH2:25][N:24]([CH3:27])[C@H:23]1[CH2:28][OH:29].Cl>CO>[ClH:1].[Cl:1][C:2]1[C:7]([Cl:8])=[CH:6][CH:5]=[CH:4][C:3]=1[C:9]1[O:10][C:11]2[C:16]([C:17](=[O:19])[CH:18]=1)=[C:15]([OH:20])[CH:14]=[C:13]([OH:21])[C:12]=2[C@@H:22]1[CH2:26][CH2:25][N:24]([CH3:27])[C@H:23]1[CH2:28][OH:29] |f:3.4|. Reported procedure: The compound of example 57 (0.310 g, 0.714 mmol) was suspended in methanol (1.5 mL) and treated with ethereal HCl and the organic solvent was evaporated to afford the title compound, the hydrochloride salt. Starting materials: O=C(O)c1cc2ccc(OCc3ccccc3)cc2[nH]1, CC(=O)[O-], O=C(Cl)C(=O)Cl, ClCCl, [NH4+], CN(C)C=O. The product is NC(=O)c1cc2ccc(OCc3ccccc3)cc2[nH]1. RXN SMILES: [C:1](=[O:2])([OH:3])[c:4]1[nH:5][c:6]2[cH:7][c:8]([O:13][CH2:14][c:15]3[cH:16][cH:17][cH:18][cH:19][cH:20]3)[cH:9][cH:10][c:11]2[cH:12]1.[CH3:33][C:34](=[O:35])[O-:36].[Cl:21][C:22]([C:23]([Cl:24])=[O:25])=[O:26].[Cl:37][CH2:38][Cl:39].[NH4+:32].[O:27]=[CH:28][N:29]([CH3:30])[CH3:31]>>[C:1](=[O:2])([c:4]1[nH:5][c:6]2[cH:7][c:8]([O:13][CH2:14][c:15]3[cH:16][cH:17][cH:18][cH:19][cH:20]3)[cH:9][cH:10][c:11]2[cH:12]1)[NH2:29].